Dataset: the Open Reaction Database (ORD), a public repository of structured organic reaction records. Task: describe an organic reaction: reactants, conditions, products, and yield Reactants: [Na] (Sodium), C(C1=CC=CC=C1)O (benzyl alcohol), ClC1=NC(=C(C(=N1)OC=1C=C(C#N)C=C(C1)C)C(C)C)Cl (3-(2,6-Dichloro-5-isopropyl-pyrimidin-4-yloxy)-5-methyl-benzonitrile). Procedure details: Sodium (0.48 g, 21 mmol) was reacted with anhydrous benzyl alcohol (20 ml) under nitrogen at room temperature. The mixture was then cooled in an ice bath and (71) (3.22 g, 10 mmol) was added. After 1 hr., the mixture was stirred at room temperature for overnight. The mixture was evaporated in vacuo and the residue was dissolved in ether, washed with water, dried with anhydrous magnesium sulfate, filtered, and evaporated in vacuo. The residue was purified by silica gel column chromatography (elue... Conditions: time 1 hour. As a reaction SMILES: [Na].Cl[C:3]1[N:8]=[C:7]([O:9][C:10]2[CH:11]=[C:12]([CH:15]=[C:16]([CH3:18])[CH:17]=2)[C:13]#[N:14])[C:6]([CH:19]([CH3:21])[CH3:20])=[C:5](Cl)[N:4]=1.[CH2:23]([OH:30])[C:24]1[CH:29]=[CH:28][CH:27]=[CH:26][CH:25]=1>>[CH2:23]([O:30][C:3]1[N:8]=[C:7]([O:9][C:10]2[CH:11]=[C:12]([CH:15]=[C:16]([CH3:18])[CH:17]=2)[C:13]#[N:14])[C:6]([CH:19]([CH3:21])[CH3:20])=[C:5]([O:30][CH2:23][C:24]2[CH:29]=[CH:28][CH:27]=[CH:26][CH:25]=2)[N:4]=1)[C:24]1[CH:29]=[CH:28][CH:27]=[CH:26][CH:25]=1 |^1:0|. Isolated yield 68.0%. Yields the product C(C1=CC=CC=C1)OC1=NC(=C(C(=N1)OC=1C=C(C#N)C=C(C1)C)C(C)C)OCC1=CC=CC=C1 (3-(2,6-Bis-benzyloxy-5-isopropyl-pyrimidin-4-yloxy)-5-methyl-benzonitrile). The reactants are C[Si](CCOCN1C=CC2=C1N=CN=C2C=2C=NN(C2)C(CCO)CC)(C)C (3-[4-(7-[2-(Trimethylsilyl)ethoxy]methyl-7H-pyrrolo[2,3-d]pyrimidin-4-yl)-1H-pyrazol-1-yl]pentan-1-ol), CO (methanol), Cl.NO (hydroxylamine hydrochloride), C([O-])(O)=O.[K+] (potassium bicarbonate). Run in O (water). Reaction conditions: time 2 hour. The product is C[Si](CCOCN1C=CC2=C1N=CN=C2C=2C=NN(C2)C(C/C=N/O)CC)(C)C ((1E)-3-[4-(7-[2-(trimethylsilyl)ethoxy]methyl-7H-pyrrolo[2,3-d]pyrimidin-4-yl)-1H-pyrazol-1-yl]pentanal oxime), residue. Yield: 80.0%. RXN SMILES: [CH3:1][Si:2]([CH3:28])([CH3:27])[CH2:3][CH2:4][O:5][CH2:6][N:7]1[C:11]2[N:12]=[CH:13][N:14]=[C:15]([C:16]3[CH:17]=[N:18][N:19]([CH:21]([CH2:25][CH3:26])[CH2:22][CH2:23]O)[CH:20]=3)[C:10]=2[CH:9]=[CH:8]1.CO.Cl.[NH2:32][OH:33].C(=O)(O)[O-].[K+]>O>[CH3:27][Si:2]([CH3:28])([CH3:1])[CH2:3][CH2:4][O:5][CH2:6][N:7]1[C:11]2[N:12]=[CH:13][N:14]=[C:15]([C:16]3[CH:17]=[N:18][N:19]([CH:21]([CH2:25][CH3:26])[CH2:22]/[CH:23]=[N:32]/[OH:33])[CH:20]=3)[C:10]=2[CH:9]=[CH:8]1 |f:2.3,4.5|. Reported procedure: To a solution of 3-[4-(7-[2-(trimethylsilyl)ethoxy]methyl-7H-pyrrolo[2,3-d]pyrimidin-4-yl)-1H-pyrazol-1-yl]pentanal (60 mg, 0.0002 mol) from Example 498, Step 2 in methanol (2 mL, 0.05 mol) was added hydroxylamine hydrochloride (16 mg, 0.00022 mol) and potassium bicarbonate (22 mg, 0.00022 mol). The reaction was stirred at room temperature for 2 h, water was added and the product was extracted with ethyl acetate. The combined extracts were washed with saturated sodium chloride, dried over magnes... Reactants: C(C)(=O)NC1=CC=C(C=C1)C=1C2CC2C(NN1)=O (2-(p-acetylaminophenyl)-3,4-diaza-bicyclo[4.1.0]hept-2-en-5-one), CO (methanol), [OH-].[Na+] (sodium hydroxide), CO (methanol), Cl (hydrochloric acid). The solvent is O (water). The product is NC1=CC=C(C=C1)C=1C2CC2C(NN1)=O (2-(p-aminophenyl)-3,4-diaza-bicyclo[4.1.0]hept-2-en-5-one). The yield is 93.1%. Reaction SMILES: C([NH:4][C:5]1[CH:10]=[CH:9][C:8]([C:11]2[CH:12]3[CH:14]([C:15](=[O:18])[NH:16][N:17]=2)[CH2:13]3)=[CH:7][CH:6]=1)(=O)C.CO.[OH-].[Na+].Cl>O>[NH2:4][C:5]1[CH:6]=[CH:7][C:8]([C:11]2[CH:12]3[CH:14]([C:15](=[O:18])[NH:16][N:17]=2)[CH2:13]3)=[CH:9][CH:10]=1 |f:2.3|. Procedure: 25 g (103 millimoles) of 2-(p-acetylaminophenyl)-3,4-diaza-bicyclo[4.1.0]hept-2-en-5-one (see Example 7c), 215 ml of methanol and 215 ml of 10 N sodium hydroxide solution are refluxed for 3 hours. The methanol is then stripped off under reduced pressure. 500 ml of water are added to the residue and the mixture is brought to pH 4 with dilute hydrochloric acid. After filtering off the product and drying it under reduced pressure at 50° C., 19.3 g (93% of theory) of 2-(p-aminophenyl)-3,4-diaza-bicy...